Dataset: the Open Reaction Database (ORD), a public repository of structured organic reaction records. Task: describe an organic reaction: reactants, conditions, products, and yield The reactants are COC1=CC=C(C=2C=CC=NC12)C(=O)O (8-methoxyquinoline-5-carboxylic acid), 1h, C(C(=O)Cl)(=O)Cl (Oxalyl chloride). The reagents and catalysts are CN(C=O)C (dimethylformamide). The solvent is ClCCl (dichloromethane). Conditions: time 24 hour. The product is Cl.COC1=CC=C(C=2C=CC=NC12)C(=O)Cl (8-Methoxyquinoline-5-carboxylic acid chloride, hydrochloride), solid. RXN SMILES: [CH3:1][O:2][C:3]1[C:12]2[N:11]=[CH:10][CH:9]=[CH:8][C:7]=2[C:6]([C:13]([OH:15])=O)=[CH:5][CH:4]=1.C(Cl)(=O)C([Cl:19])=O>ClCCl.CN(C)C=O>[ClH:19].[CH3:1][O:2][C:3]1[C:12]2[N:11]=[CH:10][CH:9]=[CH:8][C:7]=2[C:6]([C:13]([Cl:19])=[O:15])=[CH:5][CH:4]=1 |f:4.5|. Procedure: A suspension of 8-methoxyquinoline-5-carboxylic acid (5.0 g) in dichloromethane (50 ml) was cooled to 20 C. Oxalyl chloride (4.29 ml) was added cautiously and then dry dimethylformamide (8 drops) was added dropwise. The mixture was stirred at 0° C. for 1h and then at room temperature for 24h. The solvent was removed in vacuo and the residue azeotroped with a small amount of toluene. The title compound was obtained as a brown solid (5.18 g). The reactants are ClC1=C/C(/NC2=CC=CC=C12)=C/1\C(=NNC1=O)C ((Z)-4-(4-chloroquinolin-2(1H)-ylidene)-3-methyl-1H-pyrazol-5(4H)-one), C(C)(=O)NC1=CC=C(C=C1)S (4-actamidothiophenol), C21H18N4O2S. Yields the product CC/1=NNC(\C1=C\1/NC2=CC=CC=C2C(=C1)SC1=CC=C(C=C1)NC(C)=O)=O ((Z)—N-(4-(2-(3-methyl-5-oxo-1H-pyrazol-4(5H)-ylidene)-1,2-dihydroquinolin-4-ylthio)phenyl)acetamide). RXN SMILES: Cl[C:2]1[C:11]2[C:6](=[CH:7][CH:8]=[CH:9][CH:10]=2)[NH:5]/[C:4](=[C:12]2/[C:13]([CH3:18])=[N:14][NH:15][C:16]/2=[O:17])/[CH:3]=1.[C:19]([NH:22][C:23]1[CH:28]=[CH:27][C:26]([SH:29])=[CH:25][CH:24]=1)(=[O:21])[CH3:20]>>[CH3:18][C:13]1=[N:14][NH:15][C:16](=[O:17])/[C:12]/1=[C:4]1\[NH:5][C:6]2[C:11]([C:2]([S:29][C:26]3[CH:25]=[CH:24][C:23]([NH:22][C:19](=[O:21])[CH3:20])=[CH:28][CH:27]=3)=[CH:3]\1)=[CH:10][CH:9]=[CH:8][CH:7]=2. Procedure: The title compound was prepared from (Z)-4-(4-chloroquinolin-2(1H)-ylidene)-3-methyl-1H-pyrazol-5(4H)-one and 4-actamidothiophenol using the procedure described in Example 6. 1H NMR (400 MHz, DMSO-D6) δ ppm 1.94 (s, 3H) 2.11 (s, 3H) 6.77 (s, 1H) 7.65-7.69 (m, 3H) 7.83-7.93 (m, 3H) 7.99 (d, J=8.08 Hz, 1H) 8.16 (d, J=8.34 Hz, 1H) 10.35 (s, 1H); ESI-MS: m/z calc'd for C21H18N4O2S 390.12. found 391.2 (M+H)+. Yields the product COC(=O)CCCCCCC(CCCC(COc1cccc(C(F)(F)F)c1)OC(C)=O)(C(=O)OC)S(C)(=O)=O. As a reaction SMILES: [CH3:3][O:4][C:5]([CH:6]([CH2:7][CH2:8][CH2:9][CH2:10][CH2:11][CH2:12][C:13](=[O:14])[O:15][CH3:16])[S:17](=[O:18])(=[O:19])[CH3:20])=[O:21].[CH3:46][N:47]([CH3:48])[CH:49]=[O:50].[ClH:45].[H-:1].[H:22][H:23].[I:24][CH2:25][CH2:26][CH2:27][CH:28]([CH2:29][O:30][c:31]1[cH:32][c:33]([C:37]([F:38])([F:39])[F:40])[cH:34][cH:35][cH:36]1)[O:41][C:42]([CH3:43])=[O:44].[Na+:2].[OH2:51]>>[CH3:3][O:4][C:5]([C:6]([CH2:7][CH2:8][CH2:9][CH2:10][CH2:11][CH2:12][C:13](=[O:14])[O:15][CH3:16])([S:17](=[O:18])(=[O:19])[CH3:20])[CH2:25][CH2:26][CH2:27][CH:28]([CH2:29][O:30][c:31]1[cH:32][c:33]([C:37]([F:38])([F:39])[F:40])[cH:34][cH:35][cH:36]1)[O:41][C:42]([CH3:43])=[O:44])=[O:21]. Starting materials: COC(=O)CCCCCCC(C(=O)OC)S(C)(=O)=O, CN(C)C=O, Cl, [H-], [H][H], CC(=O)OC(CCCI)COc1cccc(C(F)(F)F)c1, [Na+], O.